This data is from the Open Reaction Database (ORD), a public repository of structured organic reaction records. The task is: describe an organic reaction: reactants, conditions, products, and yield Starting materials: FC(S(=O)(=O)OC1=CCOC2=CC=C(C=C12)C(=O)OC)(F)F (Methyl 4-{[(trifluoromethyl)sulfonyl]oxy}-2H-chromene-6-carboxylate), C1(CC1)B1OC(C)(C)C(C)(C)O1 (cyclopropylboronic acid pinacol ester), O.[OH-].[Li+] (lithium hydroxide monohydrate), O1CCOCC1 (dioxane). Reagents/catalysts: C1=CC=C(C=C1)P([C-]2C=CC=C2)C3=CC=CC=C3.C1=CC=C(C=C1)P([C-]2C=CC=C2)C3=CC=CC=C3.Cl[Pd]Cl.[Fe+2] ([1,1′-bis(diphenylphosphino)ferrocene]dichloropalladium(II)). Solvent: O (water). Reaction conditions: temperature 120 celsius. Yields the product C1(CC1)C1=CCOC2=CC=C(C=C12)C(=O)OC (methyl 4-cyclopropyl-2H-chromene-6-carboxylate). Reaction SMILES: FC(F)(F)S(O[C:7]1[C:16]2[C:11](=[CH:12][CH:13]=[C:14]([C:17]([O:19][CH3:20])=[O:18])[CH:15]=2)[O:10][CH2:9][CH:8]=1)(=O)=O.[CH:23]1(B2OC(C)(C)C(C)(C)O2)[CH2:25][CH2:24]1.O.[OH-].[Li+].O1CCOCC1>C1C=CC(P(C2C=CC=CC=2)[C-]2C=CC=C2)=CC=1.C1C=CC(P(C2C=CC=CC=2)[C-]2C=CC=C2)=CC=1.Cl[Pd]Cl.[Fe+2].O>[CH:23]1([C:7]2[C:16]3[C:11](=[CH:12][CH:13]=[C:14]([C:17]([O:19][CH3:20])=[O:18])[CH:15]=3)[O:10][CH2:9][CH:8]=2)[CH2:25][CH2:24]1 |f:2.3.4,6.7.8.9|. Procedure: Methyl 4-{[(trifluoromethyl)sulfonyl]oxy}-2H-chromene-6-carboxylate (596 mg, 1.76 mmol), cyclopropylboronic acid pinacol ester (803 μL, 4.40 mmol), lithium hydroxide monohydrate (185 mg, 4.40 mmol), and [1,1′-bis(diphenylphosphino)ferrocene]dichloropalladium(II) (387 mg, 0.53 mmol) were mixed in a microwave vial and dioxane (4.40 mL) and water (1.50 mL) were added. The reaction mixture was heated to 120° C. for 30 minutes under microwave irradiation before concentrating under vacuum. The crude r... The reactants are CC(=O)Nc1ccc(S)cc1, O=C([O-])[O-], CC(C)=O, CO, CS(=O)(=O)OC(CCc1ccc(Cl)cc1)Cn1ccnc1, Cl, [K+], [K+]. Yields the product CC(=O)Nc1ccc(SC(CCc2ccc(Cl)cc2)Cn2ccnc2)cc1. As a reaction SMILES: [C:23]([CH3:24])(=[O:25])[NH:26][c:27]1[cH:28][cH:29][c:30]([SH:33])[cH:31][cH:32]1.[C:34](=[O:35])([O-:36])[O-:37].[CH3:40][C:41](=[O:42])[CH3:43].[CH3:44][OH:45].[Cl:2][c:3]1[cH:4][cH:5][c:6]([CH2:9][CH2:10][CH:11]([CH2:12][n:13]2[cH:14][n:15][cH:16][cH:17]2)[O:18][S:19]([CH3:20])(=[O:21])=[O:22])[cH:7][cH:8]1.[ClH:1].[K+:38].[K+:39]>>[Cl:2][c:3]1[cH:4][cH:5][c:6]([CH2:9][CH2:10][CH:11]([CH2:12][n:13]2[cH:14][n:15][cH:16][cH:17]2)[S:33][c:30]2[cH:29][cH:28][c:27]([NH:26][C:23]([CH3:24])=[O:25])[cH:32][cH:31]2)[cH:7][cH:8]1.